This data is from the Open Reaction Database (ORD), a public repository of structured organic reaction records. The task is: describe an organic reaction: reactants, conditions, products, and yield Starting materials: CCOC(C)=O, CN(C)S(=O)(=O)Nc1ccc2ccc3ncc(C(=O)O)cc3c(=O)c2c1, CCN=C=NCCCN(C)C, CN(C)c1ccncc1, Cl, Nc1nccs1, CN(C)C=O, O, On1nnc2ccccc21. Product: CN(C)S(=O)(=O)Nc1ccc2ccc3ncc(C(=O)Nc4nccs4)cc3c(=O)c2c1. RXN SMILES: [CH2:70]([O:71][C:72](=[O:73])[CH3:74])[CH3:75].[CH3:1][N:2]([S:3](=[O:4])(=[O:5])[NH:6][c:7]1[cH:8][cH:9][c:10]2[c:11]([c:12](=[O:24])[c:13]3[c:14]([n:15][cH:16][c:17]([C:19](=[O:20])[OH:21])[cH:18]3)[cH:22][cH:23]2)[cH:25]1)[CH3:26].[CH3:34][N:35]([CH3:36])[CH2:37][CH2:38][CH2:39][N:40]=[C:41]=[N:42][CH2:43][CH3:44].[CH3:56][N:57]([CH3:58])[c:59]1[cH:60][cH:61][n:62][cH:63][cH:64]1.[ClH:33].[NH2:27][c:28]1[s:29][cH:30][cH:31][n:32]1.[O:65]=[CH:66][N:67]([CH3:68])[CH3:69].[OH2:45].[OH:46][n:47]1[c:48]2[cH:49][cH:50][cH:51][cH:52][c:53]2[n:54][n:55]1>>[CH3:1][N:2]([S:3](=[O:4])(=[O:5])[NH:6][c:7]1[cH:8][cH:9][c:10]2[c:11]([c:12](=[O:24])[c:13]3[c:14]([n:15][cH:16][c:17]([C:19](=[O:21])[NH:27][c:28]4[s:29][cH:30][cH:31][n:32]4)[cH:18]3)[cH:22][cH:23]2)[cH:25]1)[CH3:26].